This data is from the Open Reaction Database (ORD), a public repository of structured organic reaction records. The task is: describe an organic reaction: reactants, conditions, products, and yield Reactants: CS(=O)C (DMSO), OC(C)(C=1SC(=CN1)C1=CC(=CC(=C1)NC1=NC=CC(=N1)C(F)(F)F)C)[C@@H]1CC[C@H](CC1)C#N (trans-4-{1-hydroxy-1-[5-(3-methyl-5-{[4-(trifluoromethyl)pyrimidin-2-yl]amino}phenyl)-1,3-thiazol-2-yl]ethyl}cyclohexanecarbonitrile), [N-]=[N+]=[N-].[Na+] (sodium azide), CN(C)C=O (DMF). The reagents and catalysts are [Br-].[Zn+2].[Br-] (zinc bromide). The solvent is O (water). Product: FC(C(=O)[O-])(F)F.OC(C)([C@@H]1CC[C@H](CC1)C=1N=NNN1)C=1SC(=CN1)C=1C=C(C=C(C1)C)NC1=[NH+]C=CC(=N1)C(F)(F)F (racemic 2-{[3-(2-{1-hydroxy-1-[trans-4-(2H-tetrazol-5-yl)cyclohexyl]ethyl}-1,3-thiazol-5-yl)-5-methylphenyl]amino}-4-(trifluoromethyl)pyrimidin-1-ium trifluoroacetate). RXN SMILES: [OH:1][C:2]([C@H:27]1[CH2:32][CH2:31][C@H:30]([C:33]#[N:34])[CH2:29][CH2:28]1)([C:4]1[S:5][C:6]([C:9]2[CH:14]=[C:13]([NH:15][C:16]3[N:21]=[C:20]([C:22]([F:25])([F:24])[F:23])[CH:19]=[CH:18][N:17]=3)[CH:12]=[C:11]([CH3:26])[CH:10]=2)=[CH:7][N:8]=1)[CH3:3].[N-:35]=[N+:36]=[N-:37].[Na+].CS(C)=[O:41].CN([CH:46]=[O:47])C>O.[Br-].[Zn+2].[Br-]>[F:23][C:22]([F:25])([F:24])[C:46]([O-:47])=[O:41].[OH:1][C:2]([C:4]1[S:5][C:6]([C:9]2[CH:14]=[C:13]([NH:15][C:16]3[N:21]=[C:20]([C:22]([F:24])([F:23])[F:25])[CH:19]=[CH:18][NH+:17]=3)[CH:12]=[C:11]([CH3:26])[CH:10]=2)=[CH:7][N:8]=1)([C@H:27]1[CH2:28][CH2:29][C@H:30]([C:33]2[N:35]=[N:36][NH:37][N:34]=2)[CH2:31][CH2:32]1)[CH3:3] |f:1.2,6.7.8,9.10|. Reported procedure: To a solution of trans-4-{1-hydroxy-1-[5-(3-methyl-5-{[4-(trifluoromethyl)pyrimidin-2-yl]amino}phenyl)-1,3-thiazol-2-yl]ethyl}cyclohexanecarbonitrile (214 mg, 0.439 mmol) in DMF (4.4 mL) was added zinc bromide (99 mg, 0.439 mmol) and sodium azide (29 mg, 0.439 mmol) and the reaction was heated overnight to 130° C. The reaction was then cooled to room temperature and diluted with a small amount of water. DMSO (2 mL) was added and the solution was purified by reverse phase HPLC to afford racemic 2... Starting materials: FC1=CC=C(C=C1)/C=C/C=1OC=C(N1)CCl (2-[(E)-2-(4-fluorophenyl)ethenyl]-4-(chloromethyl)-1,3-oxazole), CS(=O)(=O)CC=1N(C=CN1)CCCCC1=CC=C(C=C1)O (4-[4-[2-[(methylsulfonyl)methyl]-1H-imidazol-1-yl]butyl]phenol), [H-].[Na+] (sodium hydride). Yields the product FC1=CC=C(C=C1)/C=C/C=1OC=C(N1)COC1=CC=C(C=C1)CCCCN1C(=NC=C1)CS(=O)(=O)C (2-[(E)-2-(4-fluorophenyl)ethenyl]-4-[[4-[4-[2-[(methylsulfonyl)methyl]-1H-imidazol-1-yl]butyl]phenoxy]methyl]-1,3-oxazole). Isolated yield 55.5%. RXN SMILES: [F:1][C:2]1[CH:7]=[CH:6][C:5](/[CH:8]=[CH:9]/[C:10]2[O:11][CH:12]=[C:13]([CH2:15]Cl)[N:14]=2)=[CH:4][CH:3]=1.[CH3:17][S:18]([CH2:21][C:22]1[N:23]([CH2:27][CH2:28][CH2:29][CH2:30][C:31]2[CH:36]=[CH:35][C:34]([OH:37])=[CH:33][CH:32]=2)[CH:24]=[CH:25][N:26]=1)(=[O:20])=[O:19].[H-].[Na+]>>[F:1][C:2]1[CH:7]=[CH:6][C:5](/[CH:8]=[CH:9]/[C:10]2[O:11][CH:12]=[C:13]([CH2:15][O:37][C:34]3[CH:33]=[CH:32][C:31]([CH2:30][CH2:29][CH2:28][CH2:27][N:23]4[CH:24]=[CH:25][N:26]=[C:22]4[CH2:21][S:18]([CH3:17])(=[O:20])=[O:19])=[CH:36][CH:35]=3)[N:14]=2)=[CH:4][CH:3]=1 |f:2.3|. Reported procedure: Using 2-[(E)-2-(4-fluorophenyl)ethenyl]-4-(chloromethyl)-1,3-oxazole (274 mg), 4-[4-[2-[(methylsulfonyl)methyl]-1H-imidazol-1-yl]butyl]phenol (300 mg) and 65% sodium hydride (39.5 mg), the same reaction as Example 11-(i) was carried out to yield the titled compound (275 mg) as a colorless crystal powder. The reactants are [C-]#N.[Na+] (sodium cyanide), C([O-])([O-])=O.[NH4+].[NH4+] (ammonium carbonate), C(=O)C1CCN(CC1)C(=O)OC(C)(C)C (tert-butyl 4-formylpiperidine-1-carboxylate), O (water). The solvent is CO (methanol). Product: N1CCC(CC1)C1C(NC(N1)=O)=O (5-(piperidin-4-yl)imidazolidine-2,4-dione). As a reaction SMILES: [CH:1]([CH:3]1[CH2:8][CH2:7][N:6](C(OC(C)(C)C)=O)[CH2:5][CH2:4]1)=O.[C-:16]#[N:17].[Na+].[C:19](=[O:22])([O-])[O-].[NH4+:23].[NH4+].[OH2:25]>CO>[NH:6]1[CH2:5][CH2:4][CH:3]([CH:1]2[NH:23][C:16](=[O:25])[NH:17][C:19]2=[O:22])[CH2:8][CH2:7]1 |f:1.2,3.4.5|. Reported procedure: To a solution of tert-butyl 4-formylpiperidine-1-carboxylate (1.0 g, 4.7 mmol) in a mixture of water (5 mL) and methanol (10 mL) were added sodium cyanide (345 mg, 7 mmol) and ammonium carbonate (902 mg, 9.4 mmol) and heated at reflux for 6 h. The reaction mixture was cooled, removed most of the solvent. The crude product was extracted with dichloromethane, dried (Na2SO4) and removed solvent. The crude product was dissolved in dichloromethane (5 mL) and treated with trifluoroacetic acid (5 mL) f... The reactants are OCCBr, O=C([O-])[O-], N#Cc1ccc(Cl)cc1Oc1cccc(C=O)c1O, [Cs+], [Cs+], CN(C)C=O. Yields the product N#Cc1ccc(Cl)cc1Oc1cccc(C=O)c1OCCO. Reaction SMILES: [Br:20][CH2:21][CH2:22][OH:23].[C:24](=[O:25])([O-:26])[O-:27].[Cl:1][c:2]1[cH:3][c:4]([O:10][c:11]2[c:12]([OH:19])[c:13]([CH:17]=[O:18])[cH:14][cH:15][cH:16]2)[c:5]([C:6]#[N:7])[cH:8][cH:9]1.[Cs+:28].[Cs+:29].[O:30]=[CH:31][N:32]([CH3:33])[CH3:34]>>[Cl:1][c:2]1[cH:3][c:4]([O:10][c:11]2[c:12]([O:19][CH2:21][CH2:22][OH:23])[c:13]([CH:17]=[O:18])[cH:14][cH:15][cH:16]2)[c:5]([C:6]#[N:7])[cH:8][cH:9]1. Reactants: FC=1C=C(C=CC1)C(C(C(=O)OCC)CC1=CC=C(C=C1)C(F)(F)F)O (ethyl (2RS,3RS)-3-(3-fluorophenyl)-3-hydroxy-2-((4-(trifluoromethyl)phenyl)methyl)propionate), [OH-].[Na+] (sodium hydroxide), Cl (hydrochloric acid). Solvent: CO (methanol). Reaction conditions: time 8 hour. Product: FC=1C=C(C=CC1)C(C(C(=O)O)CC1=CC=C(C=C1)C(F)(F)F)O ((2RS,3RS)-3-(3-fluorophenyl)-3-hydroxy-2-((4-(trifluoromethyl)phenyl)methyl)propionic acid). Yield: 88.8%. RXN SMILES: [F:1][C:2]1[CH:3]=[C:4]([CH:8]([OH:26])[CH:9]([CH2:15][C:16]2[CH:21]=[CH:20][C:19]([C:22]([F:25])([F:24])[F:23])=[CH:18][CH:17]=2)[C:10]([O:12]CC)=[O:11])[CH:5]=[CH:6][CH:7]=1.[OH-].[Na+].Cl>CO>[F:1][C:2]1[CH:3]=[C:4]([CH:8]([OH:26])[CH:9]([CH2:15][C:16]2[CH:17]=[CH:18][C:19]([C:22]([F:24])([F:25])[F:23])=[CH:20][CH:21]=2)[C:10]([OH:12])=[O:11])[CH:5]=[CH:6][CH:7]=1 |f:1.2|. Procedure: To a solution of ethyl (2RS,3RS)-3-(3-fluorophenyl)-3-hydroxy-2-((4-(trifluoromethyl)phenyl)methyl)propionate (19 g, 51.3 mmol) in methanol (100 ml) was added 2N aqueous sodium hydroxide solution (51 ml, 102 mmol) and the mixture was stirred overnight at room temperature. The reaction solution was acidified with 1N hydrochloric acid and extracted with ethyl acetate (200 ml×2). The extract was washed with water and saturated brine, dried over anhydrous magnesium sulfate and evaporated under reduc... The reactants are BrCc1ccncc1, Br, Cl, O=C(NCC1(NC(=O)C(F)(F)F)CCNCC1)C(F)(F)F, [H-], [Na+], CN(C)C=O. The product is O=C(NCC1(NC(=O)C(F)(F)F)CCN(Cc2ccncc2)CC1)C(F)(F)F. RXN SMILES: [Br:26][CH2:27][c:28]1[cH:29][cH:30][n:31][cH:32][cH:33]1.[BrH:25].[ClH:3].[F:4][C:5]([C:6](=[O:7])[NH:8][C:9]1([CH2:15][NH:16][C:17]([C:18]([F:19])([F:20])[F:21])=[O:22])[CH2:10][CH2:11][NH:12][CH2:13][CH2:14]1)([F:23])[F:24].[H-:2].[Na+:1].[O:34]=[CH:35][N:36]([CH3:37])[CH3:38]>>[F:4][C:5]([C:6](=[O:7])[NH:8][C:9]1([CH2:15][NH:16][C:17]([C:18]([F:19])([F:20])[F:21])=[O:22])[CH2:10][CH2:11][N:12]([CH2:27][c:28]2[cH:29][cH:30][n:31][cH:32][cH:33]2)[CH2:13][CH2:14]1)([F:23])[F:24].